From a dataset of the Open Reaction Database (ORD), a public repository of structured organic reaction records. describe an organic reaction: reactants, conditions, products, and yield Reactants: [H-].[Na+] (sodium hydride), crude product, ClC=1C=C(OCC2CNC(O2)=O)C=CC1 (5-(3-chlorophenoxymethyl)oxazolidin-2-one), BrC(C(=O)OCC)CCC (ethyl 2-bromovalerate). Solvent: CN(C=O)C (dimethylformamide). Yields the product ClC=1C=C(OCC2CN(C(O2)=O)C(C(=O)OCC)CCC)C=CC1 (Ethyl 2-[5-(3-chlorophenoxymethyl)-2-oxooxazolidin-3-yl]pentanoate). Isolated yield 48.0%. RXN SMILES: [H-].[Na+].[Cl:3][C:4]1[CH:5]=[C:6]([CH:15]=[CH:16][CH:17]=1)[O:7][CH2:8][CH:9]1[O:13][C:12](=[O:14])[NH:11][CH2:10]1.Br[CH:19]([CH2:25][CH2:26][CH3:27])[C:20]([O:22][CH2:23][CH3:24])=[O:21]>CN(C)C=O>[Cl:3][C:4]1[CH:5]=[C:6]([CH:15]=[CH:16][CH:17]=1)[O:7][CH2:8][CH:9]1[O:13][C:12](=[O:14])[N:11]([CH:19]([CH2:25][CH2:26][CH3:27])[C:20]([O:22][CH2:23][CH3:24])=[O:21])[CH2:10]1 |f:0.1|. Reported procedure: A procedure similar to that described in Preparation 4 was repeated, except that 1.35 g of sodium hydride (as a 55% by weight dispersion in mineral oil), 6.00 g of 5-(3-chlorophenoxymethyl)oxazolidin-2-one, 100 ml of anhydrous dimethylformamide and 6.48 g of ethyl 2-bromovalerate were used. The resulting crude product was applied to a silica gel chromatography column, and eluted, using a 1:3 by volume mixture of ethyl acetate and hexane as the eluent, to give a polar diastereomer and a less pola... Starting materials: OC1=C(N)C=CC=C1 (2-hydroxyaniline), C(\C=C\C)(=O)C1=CC=CC=C1 (crotonoylbenzene), Cl (hydrochloric acid), O.N (ammonia water). The product is OC=1C=CC=C2C(=CC(=NC12)C)C1=CC=CC=C1 (8-hydroxy-2-methyl-4-phenylquinoline). Yield: 55.7%. As a reaction SMILES: [OH:1][C:2]1[CH:8]=[CH:7][CH:6]=[CH:5][C:3]=1[NH2:4].[C:9]([C:14]1[CH:19]=[CH:18][CH:17]=[CH:16][CH:15]=1)(=O)/[CH:10]=[CH:11]/[CH3:12].Cl.O.N>>[OH:1][C:2]1[CH:8]=[CH:7][CH:6]=[C:5]2[C:3]=1[N:4]=[C:11]([CH3:12])[CH:10]=[C:9]2[C:14]1[CH:19]=[CH:18][CH:17]=[CH:16][CH:15]=1 |f:3.4|. Procedure details: A mixture of 2-hydroxyaniline (2 g), crotonoylbenzene (8.03 g) and concentrated hydrochloric acid (8 ml) was refluxed for 24 hours. The mixture was neutralized with concentrated ammonia water under ice-cooling, and extracted with chloroform. The organic layer was washed with brine, dried over magnesium sulfate and concentrated in vacuo. The residue was purified according to a conventional manner to give 8-hydroxy-2-methyl-4-phenylquinoline (2.4 g) as an oil. Starting materials: Nc1cc(Br)cc(C(F)F)c1, CC(=O)O, CCOC(C)=O, FC(F)(F)c1ccnc(Cl)n1, C1COCCO1. Product: FC(F)c1cc(Br)cc(Nc2nccc(C(F)(F)F)n2)c1. Reaction SMILES: [Br:5][c:6]1[cH:7][c:8]([NH2:9])[cH:10][c:11]([CH:13]([F:14])[F:15])[cH:12]1.[CH3:1][C:2](=[O:3])[OH:4].[CH3:33][CH2:34][O:35][C:36](=[O:37])[CH3:38].[Cl:16][c:17]1[n:18][cH:19][cH:20][c:21]([C:23]([F:24])([F:25])[F:26])[n:22]1.[O:27]1[CH2:28][CH2:29][O:30][CH2:31][CH2:32]1>>[Br:5][c:6]1[cH:7][c:8]([NH:9][c:17]2[n:18][cH:19][cH:20][c:21]([C:23]([F:24])([F:25])[F:26])[n:22]2)[cH:10][c:11]([CH:13]([F:14])[F:15])[cH:12]1. Reactants: BrC1=CC=CC2=C1OC1(CCCCC1)C1=NC(=NC=C12)N (7-(bromo)spiro[chromeno[3,4-d]pyrimidine-5,1′-cyclohexan]-3-amine), CN(C)CCN(C)C (TMEDA), CC1(C2=C(C(=CC=C2)P(C3=CC=CC=C3)C4=CC=CC=C4)OC5=C(C=CC=C51)P(C6=CC=CC=C6)C7=CC=CC=C7)C (Xantphos). The reagents and catalysts are [C-]#N.[C-]#N.[Zn+2] (Zn(CN)2), C=1C=CC(=CC1)/C=C/C(=O)/C=C/C2=CC=CC=C2.C=1C=CC(=CC1)/C=C/C(=O)/C=C/C2=CC=CC=C2.C=1C=CC(=CC1)/C=C/C(=O)/C=C/C2=CC=CC=C2.[Pd].[Pd] (Pd2(dba)3). Run in CN(C)C=O (DMF), O (water). Conditions: temperature 160 celsius. Yields the product NC1=NC=C2C(=N1)C1(CCCCC1)OC1=C(C=CC=C12)C#N (3-Aminospiro[chromeno[3,4-d]pyrimidine-5,1′-cyclohexane]-7-carbonitrile). Isolated yield 337.0%. RXN SMILES: Br[C:2]1[C:7]2[O:8][C:9]3([C:15]4[C:20]([C:6]=2[CH:5]=[CH:4][CH:3]=1)=[CH:19][N:18]=[C:17]([NH2:21])[N:16]=4)[CH2:14][CH2:13][CH2:12][CH2:11][CH2:10]3.[CH3:22][N:23](CCN(C)C)C.CC1(C)C2C(=C(P(C3C=CC=CC=3)C3C=CC=CC=3)C=CC=2)OC2C(P(C3C=CC=CC=3)C3C=CC=CC=3)=CC=CC1=2>CN(C=O)C.O.[C-]#N.[C-]#N.[Zn+2].C1C=CC(/C=C/C(/C=C/C2C=CC=CC=2)=O)=CC=1.C1C=CC(/C=C/C(/C=C/C2C=CC=CC=2)=O)=CC=1.C1C=CC(/C=C/C(/C=C/C2C=CC=CC=2)=O)=CC=1.[Pd].[Pd]>[NH2:21][C:17]1[N:16]=[C:15]2[C:9]3([O:8][C:7]4[C:6]([C:20]2=[CH:19][N:18]=1)=[CH:5][CH:4]=[CH:3][C:2]=4[C:22]#[N:23])[CH2:14][CH2:13][CH2:12][CH2:11][CH2:10]3 |f:5.6.7,8.9.10.11.12|. Procedure: A solution of 7-bromospiro[chromeno[3,4-d]pyrimidine-5,1′-cyclohexan]-3-amine (44) (0.233 g, 0.673 mmol), Zn(CN)2 (0.0474 g, 0.404 mmol), and TMEDA (0.0202 ml, 0.135 mmol), in DMF (2 mL) was degassed by bubbling nitrogen through the solution for ˜1 min before adding Pd2(dba)3 (0.0462 g, 0.0505 mmol), and Xantphos (4,5-bis(diphenylphosphino)-9,9-dimethyl-9H-xanthene, 0.0584 g, 0.101 mmol). The mixture was heated to 160° C. for 5 min with microwave irradiation. The reaction mixture was diluted in ... Reactants: ClCCl, CN(C)c1ccncc1, O=C(Cl)OCc1ccc([N+](=O)[O-])cc1, CC(O)CC(=O)OC(C)(C)C. The product is CC(CC(=O)OC(C)(C)C)OC(=O)OCc1ccc([N+](=O)[O-])cc1. RXN SMILES: [CH2:35]([Cl:36])[Cl:37].[CH3:26][N:27]([CH3:28])[c:29]1[cH:30][cH:31][n:32][cH:33][cH:34]1.[Cl:12][C:13](=[O:14])[O:15][CH2:16][c:17]1[cH:18][cH:19][c:20]([N+:23](=[O:24])[O-:25])[cH:21][cH:22]1.[OH:1][CH:2]([CH2:3][C:4](=[O:5])[O:6][C:7]([CH3:8])([CH3:9])[CH3:10])[CH3:11]>>[O:1]([CH:2]([CH2:3][C:4](=[O:5])[O:6][C:7]([CH3:8])([CH3:9])[CH3:10])[CH3:11])[C:13](=[O:14])[O:15][CH2:16][c:17]1[cH:18][cH:19][c:20]([N+:23](=[O:24])[O-:25])[cH:21][cH:22]1. Starting materials: [Na+].[Br-] (NaBr), ClC(C(C)=O)C (3-chloro-2-butanone), NC=1C(=NC=C(C(=O)N)C1)N (5,6-Diamino-nicotinamide). Run in C1(CCCCC1)=O (cyclohexanone). Conditions: temperature 80 celsius, time 3 hour. Yields the product NC=1C=2N(C=C(C1)C(=O)N)C(=C(N2)C)C (8-amino-2,3-dimethylimidazo[1,2-a]pyridine-6-carboxamide). The yield is 117.3%. Reaction SMILES: [Na+].[Br-].Cl[CH:4]([CH3:8])[C:5](=O)[CH3:6].[NH2:9][C:10]1[C:11]([NH2:19])=[N:12][CH:13]=[C:14]([CH:18]=1)[C:15]([NH2:17])=[O:16]>C1(=O)CCCCC1>[NH2:9][C:10]1[C:11]2[N:12]([C:4]([CH3:8])=[C:5]([CH3:6])[N:19]=2)[CH:13]=[C:14]([C:15]([NH2:17])=[O:16])[CH:18]=1 |f:0.1|. Procedure: NaBr (27.0 g; 0.259 mol; 1.33 equiv) was suspended in cyclohexanone (220 mL) and 3-chloro-2-butanone (25.7 mL; 0.242 mol; 1.24 equiv) was added in one portion. The mixture was heated to 80° C. and stirred for 3 h. The mixture was cooled to 50° C., the white solid was filtered off and washed with cyclohexanone (60 mL). 5,6-Diamino-nicotinamide (30 g; 0.1946 mol; 1.0 equiv) was added to the filtrate and the mixture was heated to 100° C. for 4 h, after which 98% conversion was determined by HPLC. T... The reactants are C(C)(C)(C)OC(=O)N1N=C(C2=CC(=CC=C12)NS(=O)(=O)C1=CC(=C(C=C1)Cl)Cl)C (N-(N-tert-butoxycarbonyl-3-methyl-1H-indazol-5-yl)-3,4-dichlorobenzenesulfonamide), solid, I[Si](C)(C)C (iodotrimethylsilane). Solvent: C(Cl)(Cl)Cl (chloroform). Product: ClC=1C=C(C=CC1Cl)S(=O)(=O)NC=1C=C2C(=NNC2=CC1)C (3,4-dichloro-N-(3-methyl-1H-indazol-5-yl)benzenesulfonamide). Yield: 80.1%. Reaction SMILES: C(OC([N:8]1[C:16]2[C:11](=[CH:12][C:13]([NH:17][S:18]([C:21]3[CH:26]=[CH:25][C:24]([Cl:27])=[C:23]([Cl:28])[CH:22]=3)(=[O:20])=[O:19])=[CH:14][CH:15]=2)[C:10]([CH3:29])=[N:9]1)=O)(C)(C)C.I[Si](C)(C)C>C(Cl)(Cl)Cl>[Cl:28][C:23]1[CH:22]=[C:21]([S:18]([NH:17][C:13]2[CH:12]=[C:11]3[C:16](=[CH:15][CH:14]=2)[NH:8][N:9]=[C:10]3[CH3:29])(=[O:19])=[O:20])[CH:26]=[CH:25][C:24]=1[Cl:27]. Procedure: 3,4-Dichloro-N-(3-methyl-1H-indazol-5-yl)benzenesulfonamide can be obtained as described in Example 6 from 0.8 g of N-(N-tert-butoxycarbonyl-3-methyl-1H-indazol-5-yl)-3,4-dichlorobenzenesulfonamide, 7.1 ml of chloroform and 0.25 ml of iodotrimethylsilane. 0.5 g of 3,4-dichloro-N-(3-methyl-1H-indazol-5-yl)benzenesulfonamide is thus obtained in the form of a white solid melting at 184° C. (analysis: C14H11Cl2N3O2S.0.04CH2Cl2 % calculated, C, 47.21; H, 3.11; Cl, 19.90; N, 11.80; O, 8.98; S, 9.00. %... The reactants are OC=1C=C2C=CNC2=CC1 (5-hydroxy-indole), 3a, ClC1=NC=NC(=C1C=O)Cl (4,6-dichloro-pyrimidine-5-carbaldehyde), 2a. The product is ClC1=NC=NC(=C1C=O)OC=1C=C2C=CNC2=CC1 (4-chloro-6-(1H-indol-5-yloxy)-pyrimidine-5-carbaldehyde), 3b. Isolated yield 10.0%. RXN SMILES: Cl[C:2]1[C:7]([CH:8]=[O:9])=[C:6]([Cl:10])[N:5]=[CH:4][N:3]=1.[OH:11][C:12]1[CH:13]=[C:14]2[C:18](=[CH:19][CH:20]=1)[NH:17][CH:16]=[CH:15]2>>[Cl:10][C:6]1[C:7]([CH:8]=[O:9])=[C:2]([O:11][C:12]2[CH:13]=[C:14]3[C:18](=[CH:19][CH:20]=2)[NH:17][CH:16]=[CH:15]3)[N:3]=[CH:4][N:5]=1. Reported procedure: Using the procedure of Example 1, 4,6-dichloro-pyrimidine-5-carbaldehyde Compound 2a (0.10 g) and 5-hydroxy-indole Compound 3a (75 mg) were reacted to provide 4-chloro-6-(1H-indol-5-yloxy)-pyrimidine-5-carbaldehyde Compound 3b (15 mg, 10%). 1H NMR (400 MHz, CDCl3) δ 10.60 (s, 1H), 8.60 (s, 1H), 8.30 (s, 1H), 7.45 (d, 1H), 7.40 (d, 1H), 7.30 (d, 1H), 6.95 (dd, 1H), 6.55 (d, 1H). MS (ESI) m/z: 306 (M+H+). Starting materials: CC=1C(=C2NC1C=C1C=C(C(=N1)C=C1C=C(C(N1)=CC=1C(=C(C(N1)=C2)CCCBr)C)C)C)CCCBr (3,8,13,17-tetramethyl-2,18-bis(3-bromopropyl)-21H,23H-porphin), N1=CC=CC=C1 (pyridine). Product: [Br-].[Br-].CC=1C(=C2NC1C=C1C=C(C(=N1)C=C1C=C(C(N1)=CC=1C(=C(C(N1)=C2)CCC[N+]2=CC=CC=C2)C)C)C)CCC[N+]2=CC=CC=C2 (3,8,13,17-tetramethyl-2,18-bis(3-pyridiniopropyl)-21H,23H-porphin dibromide). The yield is 92.8%. RXN SMILES: [CH3:1][C:2]1[C:3]([CH2:33][CH2:34][CH2:35]Br)=[C:4]2[CH:25]=[C:23]3[N:24]=[C:20]([C:21]([CH3:30])=[C:22]3[CH2:26][CH2:27][CH2:28][Br:29])[CH:19]=[C:17]3[NH:18][C:14]([CH:15]=[C:16]3[CH3:31])=[CH:13][C:11]3=[N:12][C:8]([CH:9]=[C:10]3[CH3:32])=[CH:7][C:6]=1[NH:5]2.[N:37]1[CH:42]=[CH:41][CH:40]=[CH:39][CH:38]=1>>[Br-:29].[Br-:29].[CH3:1][C:2]1[C:3]([CH2:33][CH2:34][CH2:35][N+:37]2[CH:42]=[CH:41][CH:40]=[CH:39][CH:38]=2)=[C:4]2[CH:25]=[C:23]3[N:24]=[C:20]([C:21]([CH3:30])=[C:22]3[CH2:26][CH2:27][CH2:28][N+:37]3[CH:42]=[CH:41][CH:40]=[CH:39][CH:38]=3)[CH:19]=[C:17]3[NH:18][C:14]([CH:15]=[C:16]3[CH3:31])=[CH:13][C:11]3=[N:12][C:8]([CH:9]=[C:10]3[CH3:32])=[CH:7][C:6]=1[NH:5]2 |f:2.3.4|. Procedure: To 120 mg of 3,8,13,17-tetramethyl-2,18-bis(3-bromopropyl)-21H,23H-porphin, 2 ml of pyridine is added, followed by refluxing for 5 hours. The precipitated crystals are recovered by filtration, washed with 3 ml of pyridine and dried, whereby 140 mg (yield 92.8%) of brownish black desired compound is obtained.